From a dataset of the Open Reaction Database (ORD), a public repository of structured organic reaction records. describe an organic reaction: reactants, conditions, products, and yield Starting materials: CN([C@H]1[C@@H](CCCC1)C(=O)O)S(=O)(=O)C1=CC=C(C=C1)OCC1=CC(=NC2=CC=CC=C12)C (trans-2-[methyl({4-[(2-methylquinolin-4-yl)methoxy]phenyl}sulfonyl)amino]cyclohex-anecarboxylic acid), NO (hydroxylamine). Yields the product ONC(=O)[C@H]1[C@@H](CCCC1)N(S(=O)(=O)C1=CC=C(C=C1)OCC1=CC(=NC2=CC=CC=C12)C)C (trans-N-hydroxy-2-[methyl({4-[(2-methylquinolin-4-yl)methoxy]phenyl}sulfonyl)amino]cyclohexanecarboxamide). The yield is 77.0%. RXN SMILES: [CH3:1][N:2]([S:12]([C:15]1[CH:20]=[CH:19][C:18]([O:21][CH2:22][C:23]2[C:32]3[C:27](=[CH:28][CH:29]=[CH:30][CH:31]=3)[N:26]=[C:25]([CH3:33])[CH:24]=2)=[CH:17][CH:16]=1)(=[O:14])=[O:13])[C@@H:3]1[CH2:8][CH2:7][CH2:6][CH2:5][C@H:4]1[C:9]([OH:11])=O.[NH2:34][OH:35]>>[OH:35][NH:34][C:9]([C@@H:4]1[CH2:5][CH2:6][CH2:7][CH2:8][C@H:3]1[N:2]([CH3:1])[S:12]([C:15]1[CH:16]=[CH:17][C:18]([O:21][CH2:22][C:23]2[C:32]3[C:27](=[CH:28][CH:29]=[CH:30][CH:31]=3)[N:26]=[C:25]([CH3:33])[CH:24]=2)=[CH:19][CH:20]=1)(=[O:14])=[O:13])=[O:11]. Procedure details: According to the procedure of Example 10, Step 2, the reaction of 111 mg of trans-2-[methyl({4-[(2-methylquinolin-4-yl)methoxy]phenyl}sulfonyl)amino]cyclohex-anecarboxylic acid with hydroxylamine provided 71 mg of trans-N-hydroxy-2-[methyl({4-[(2-methylquinolin-4-yl)methoxy]phenyl}sulfonyl)amino]cyclohexanecarboxamide in 77% yield. MS: 484.1 (M+H)+ Reactants: C=O (paraformaldehyde), C(C)(C)(C)N (tert-butylamine), C(CC)O (1-propanol), ClC1=CC=C(C=C1)C1=NC(=CC=C1O)C1=CC=C(C=C1)Cl (2,6-bis(4-chlorophenyl)pyridin-3-ol), C(CC)O (1-propanol). Reported procedure: A mixture of paraformaldehyde (235 mg, 7.83 mmol) and tert-butylamine (0.83 mL, 7.83 mmol) in 1-propanol (5 mL) was heated at 80° C. under nitrogen for 2 hours. A solution of 2,6-bis(4-chlorophenyl)pyridin-3-ol (420 mg, 1.33 mmol) in 1-propanol (5 mL) was then added and the reaction mixture refluxed for 6 days. The reaction mixture was cooled to room temperature, stood for 24 hours and filtered to afford 3-(tert-butyl)-6,8-bis(4-chlorophenyl)-3,4-dihydro-2H-pyrido[4,3-e][1,3]oxazine (135.8 mg, 2... Yield: 25.0%. Reaction conditions: temperature 80 celsius, time 24 hour. Reaction SMILES: [CH2:1]=O.[C:3]([NH2:7])([CH3:6])([CH3:5])[CH3:4].[Cl:8][C:9]1[CH:14]=[CH:13][C:12]([C:15]2[C:20](O)=CC=[C:17]([C:22]3[CH:27]=[CH:26][C:25]([Cl:28])=[CH:24][CH:23]=3)[N:16]=2)=[CH:11][CH:10]=1.[CH2:29]([OH:32])[CH2:30][CH3:31]>>[C:3]([N:7]1[CH2:31][C:30]2[CH:20]=[C:15]([C:12]3[CH:11]=[CH:10][C:9]([Cl:8])=[CH:14][CH:13]=3)[N:16]=[C:17]([C:22]3[CH:27]=[CH:26][C:25]([Cl:28])=[CH:24][CH:23]=3)[C:29]=2[O:32][CH2:1]1)([CH3:6])([CH3:5])[CH3:4]. Product: C(C)(C)(C)N1COC2=C(C1)C=C(N=C2C2=CC=C(C=C2)Cl)C2=CC=C(C=C2)Cl (3-(tert-butyl)-6,8-bis(4-chlorophenyl)-3,4-dihydro-2H-pyrido[4,3-e][1,3]oxazine). Reactants: COC=1C=C2C(=NC=NC2=CC1OC)OC1=CC=C(N)C=C1 (4-[(6,7-Dimethoxy-4-quinazolinyl)oxy]aniline), ClC(Cl)(OC(OC(Cl)(Cl)Cl)=O)Cl (triphosgene), C([O-])(O)=O.[Na+] (sodium bicarbonate), C1(CCCCC1)O (1-cyclohexanol). Solvent: C(C)N(CC)CC (triethylamine), C1(=CC=CC=C1)C (toluene), C(Cl)Cl (methylene chloride). Yields the product COC=1C=C2C(=NC=NC2=CC1OC)OC1=CC=C(C=C1)NC(OC1CCCCC1)=O (Cyclohexyl N-{4-[(6,7-dimethoxy-4-quinazolinyl)oxy]phenyl}carbamate). The yield is 84.3%. As a reaction SMILES: [CH3:1][O:2][C:3]1[CH:4]=[C:5]2[C:10](=[CH:11][C:12]=1[O:13][CH3:14])[N:9]=[CH:8][N:7]=[C:6]2[O:15][C:16]1[CH:22]=[CH:21][C:19]([NH2:20])=[CH:18][CH:17]=1.Cl[C:24](Cl)([O:26][C:27](=[O:33])OC(Cl)(Cl)Cl)Cl.[CH:35]1(O)[CH2:40][CH2:39]C[CH2:37][CH2:36]1.C(=O)(O)[O-].[Na+]>C(Cl)Cl.C(N(CC)CC)C.C1(C)C=CC=CC=1>[CH3:1][O:2][C:3]1[CH:4]=[C:5]2[C:10](=[CH:11][C:12]=1[O:13][CH3:14])[N:9]=[CH:8][N:7]=[C:6]2[O:15][C:16]1[CH:22]=[CH:21][C:19]([NH:20][C:27](=[O:33])[O:26][CH:24]2[CH2:39][CH2:40][CH2:35][CH2:36][CH2:37]2)=[CH:18][CH:17]=1 |f:3.4|. Procedure: 4-[(6,7-Dimethoxy-4-quinazolinyl)oxy]aniline (50 mg) was added to toluene (5 ml), and triethylamine (0.5 ml), and the mixture was heated under reflux to prepare a solution. A solution of triphosgene (77 mg) in methylene chloride was then added thereto, and the mixture was heated under reflux for 10 min. Next, 1-cyclohexanol (26 mg) was added thereto, and the mixture was further stirred with heating under reflux for 3 hr. A saturated aqueous sodium bicarbonate solution was added to stop the react... As a reaction SMILES: [Br:1][CH2:2][CH2:3][CH2:4][CH2:5][CH2:6][O:7][c:8]1[c:9](-[c:25]2[cH:26][c:27]3[c:32]([cH:33][cH:34]2)[C:31]([CH3:35])([CH3:36])[CH2:30][CH2:29][C:28]3([CH3:37])[CH3:38])[cH:10][c:11](-[c:14]2[cH:15][cH:16][c:17]([C:20](=[O:21])[O:22][CH2:23][CH3:24])[cH:18][cH:19]2)[cH:12][cH:13]1.[C:43](=[O:44])([O-:45])[O-:46].[CH2:40]([CH3:41])[NH2:42].[CH3:49][CH2:50][OH:51].[ClH:39].[K+:47].[K+:48]>>[CH2:2]([CH2:3][CH2:4][CH2:5][CH2:6][O:7][c:8]1[c:9](-[c:25]2[cH:26][c:27]3[c:32]([cH:33][cH:34]2)[C:31]([CH3:35])([CH3:36])[CH2:30][CH2:29][C:28]3([CH3:37])[CH3:38])[cH:10][c:11](-[c:14]2[cH:15][cH:16][c:17]([C:20](=[O:21])[O:22][CH2:23][CH3:24])[cH:18][cH:19]2)[cH:12][cH:13]1)[NH:42][CH2:40][CH3:41]. The product is CCNCCCCCOc1ccc(-c2ccc(C(=O)OCC)cc2)cc1-c1ccc2c(c1)C(C)(C)CCC2(C)C. Reactants: CCOC(=O)c1ccc(-c2ccc(OCCCCCBr)c(-c3ccc4c(c3)C(C)(C)CCC4(C)C)c2)cc1, O=C([O-])[O-], CCN, CCO, Cl, [K+], [K+]. Reactants: F[C@@](C(=O)O)(CC=CCCCCC)C(F)(F)F ((R)-2-fluoro-2-(trifluoromethyl)-4-decenoic acid), [H][H] (hydrogen). Solvent: CCOCC (ether). Product: F[C@@](C(=O)O)(CCCCCCCC)C(F)(F)F ((R)-(+)-2-fluoro-2-(trifluoromethyl)decanoic acid). The yield is 84.4%. As a reaction SMILES: [F:1][C@:2]([C:14]([F:17])([F:16])[F:15])([CH2:6][CH:7]=[CH:8][CH2:9][CH2:10][CH2:11][CH2:12][CH3:13])[C:3]([OH:5])=[O:4].[H][H]>CCOCC>[F:1][C@:2]([C:14]([F:15])([F:17])[F:16])([CH2:6][CH2:7][CH2:8][CH2:9][CH2:10][CH2:11][CH2:12][CH3:13])[C:3]([OH:5])=[O:4]. Reported procedure: In 120 ml of ether was dissolved 10 g (39 mmol) of (R)-2-fluoro-2-(trifluoromethyl)-4-decenoic acid, and 3 g of activated carbon having 5% palladium supported thereon was added to the above-obtained solution. The resulting mixture was vigorously stirred under an atmospheric-pressure hydrogen atmosphere for 96 hours. Subsequently, the reaction mixture was filtered through Celite, and the solvent was removed under reduced pressure, thereby obtaining 8.5 g of (R)-(+)-2-fluoro-2-(trifluoromethyl)dec... The reactants are CC(=O)c1cccc(O)c1Br, O=C([O-])[O-], CCOC(C)=O, CCI, CCCCCC, CN(C)C=O, [K+], [K+], O. Product: CCOc1cccc(C(C)=O)c1Br. RXN SMILES: [Br:1][c:2]1[c:3]([C:9]([CH3:10])=[O:11])[cH:4][cH:5][cH:6][c:7]1[OH:8].[C:12](=[O:13])([O-:14])[O-:15].[C:27]([O:28][CH2:29][CH3:30])(=[O:31])[CH3:32].[CH2:18]([CH3:19])[I:20].[CH3:21][CH2:22][CH2:23][CH2:24][CH2:25][CH3:26].[CH:33]([N:34]([CH3:35])[CH3:36])=[O:37].[K+:16].[K+:17].[OH2:38]>>[Br:1][c:2]1[c:3]([C:9]([CH3:10])=[O:11])[cH:4][cH:5][cH:6][c:7]1[O:8][CH2:18][CH3:19].